From a dataset of the Open Reaction Database (ORD), a public repository of structured organic reaction records. describe an organic reaction: reactants, conditions, products, and yield Starting materials: N1=CN=C2N(C=NC2=C1N)C(=O)[C@H](OC(=S)OC1=CC=CC=C1)[C@@H](OCP(=O)(OC(C)C)OC(C)C)CO (1-(adenin-9-yl)-2-O-phenoxythiocarbonyl-3-O-diisopropylphosphonomethyl-L-threose), CC(C)(C#N)N=NC(C)(C)C#N (AIBN). Reported procedure: To a solution of phenyl(chloro)thiocarbonate (0.25 mL, 1.8 mmol) and DMAP (426 mg, 3.5 mmol) in dried MeCN (25 mL) was added compound 15 (483 mg, 1.2 mmol) at room temperature. The reaction mixture was stirred for 12 hours. The mixture was concentrated, and the residue was purified by column chromatography (CH2Cl2:MeOH/10:1) to give 1-(adenin-9-yl)-2-O-phenoxythiocarbonyl-3-O-diisopropylphosphonomethyl-L-threose as a colorless oil. To the solution of 1-(adenin-9-yl)-2-O-phenoxythiocarbonyl-3-O-d... The product is N1=CN=C2N(C=NC2=C1N)C(=O)C[C@@H](OCP(=O)(OC(C)C)OC(C)C)CO (1-(adenin-9-yl)-2-deoxy-3-O-(diisopropylphosphonomethyl)-L-threose). The yield is 23.0%. As a reaction SMILES: [N:1]1[C:9]([NH2:10])=[C:8]2[C:4]([N:5]([C:11]([C@@H:13]([C@H:24]([CH2:37][OH:38])[O:25][CH2:26][P:27]([O:33][CH:34]([CH3:36])[CH3:35])([O:29][CH:30]([CH3:32])[CH3:31])=[O:28])OC(OC3C=CC=CC=3)=S)=[O:12])[CH:6]=[N:7]2)=[N:3][CH:2]=1.CC(N=NC(C#N)(C)C)(C#N)C>C1(C)C=CC=CC=1>[N:1]1[C:9]([NH2:10])=[C:8]2[C:4]([N:5]([C:11]([CH2:13][C@H:24]([CH2:37][OH:38])[O:25][CH2:26][P:27]([O:33][CH:34]([CH3:36])[CH3:35])([O:29][CH:30]([CH3:32])[CH3:31])=[O:28])=[O:12])[CH:6]=[N:7]2)=[N:3][CH:2]=1. Run in C1(=CC=CC=C1)C (toluene).